This data is from the Open Reaction Database (ORD), a public repository of structured organic reaction records. The task is: describe an organic reaction: reactants, conditions, products, and yield The reactants are B, C1CCOC1, CN(C)C=O, N#CC1CCOc2cc(S(=O)(=O)c3ccccc3)ccc21. Product: NCC1CCOc2cc(S(=O)(=O)c3ccccc3)ccc21. As a reaction SMILES: [BH3:22].[CH2:28]1[O:29][CH2:30][CH2:31][CH2:32]1.[O:23]=[CH:24][N:25]([CH3:26])[CH3:27].[c:1]1([S:7](=[O:8])(=[O:9])[c:10]2[cH:11][cH:12][c:13]3[c:18]([cH:19]2)[O:17][CH2:16][CH2:15][CH:14]3[C:20]#[N:21])[cH:2][cH:3][cH:4][cH:5][cH:6]1>>[c:1]1([S:7](=[O:8])(=[O:9])[c:10]2[cH:11][cH:12][c:13]3[c:18]([cH:19]2)[O:17][CH2:16][CH2:15][CH:14]3[CH2:20][NH2:21])[cH:2][cH:3][cH:4][cH:5][cH:6]1.